This data is from the Open Reaction Database (ORD), a public repository of structured organic reaction records. The task is: describe an organic reaction: reactants, conditions, products, and yield Starting materials: C(C)(C)(C)C=1C(=C(C=C(C1)C)[Si](C)(C)Cl)OC ((3-tert-butyl-2-methoxy-5-methylphenyl)chlorodimethylsilane), C(C)(C)(C)C=1C(=C(C=C(C1)C)[Si](C)(C)Cl)OC ((3-tert-butyl-2-methoxy-5-methylphenyl)chlorodimethylsilane), CC1=C(C(=C(C1[Li])C)C)C (tetramethylcyclopentadienyl lithium), O1CCCC1 (tetrahydrofuran). Conditions: time 10 hour. Product: C(C)(C)(C)C=1C(=C(C=C(C1)CC)[Si](C1(C(=C(C(=C1)C)C)C)C)(C)C)OC ((3-tert-butyl-2-methoxy-5-ethylphenyl)dimethyl(tetramethylcyclopentadienyl)silane). Reaction SMILES: [C:1]([C:5]1[C:6]([O:16][CH3:17])=[C:7]([Si:12](Cl)([CH3:14])[CH3:13])[CH:8]=[C:9]([CH3:11])[CH:10]=1)([CH3:4])([CH3:3])[CH3:2].[CH3:18][C:19]1[CH:23]([Li])[C:22]([CH3:25])=[C:21]([CH3:26])[C:20]=1[CH3:27].O1CCC[CH2:29]1>>[C:1]([C:5]1[C:6]([O:16][CH3:17])=[C:7]([Si:12]([CH3:14])([CH3:13])[C:22]2([CH3:25])[CH:23]=[C:19]([CH3:18])[C:20]([CH3:27])=[C:21]2[CH3:26])[CH:8]=[C:9]([CH2:11][CH3:29])[CH:10]=1)([CH3:4])([CH3:3])[CH3:2]. Reported procedure: To a solution of (3-tert-butyl-2-methoxy-5-methylphenyl)chlorodimethylsilane (5.24 g) synthesized in the above (3) and tetrahydrofuran (50 ml), tetramethylcyclopentadienyl lithium (2.73 g) was added at −35° C. and the mixture was heated to room temperature over 2 hours, followed by stirring at room temperature for 10 hours. Starting materials: C1(CCCC1)CC(C(=O)O)C1=CC=C(C=C1)SC(F)(F)F (3-cyclopentyl-2-(4-trifluoromethylsulfanyl-phenyl)propionic acid), C1(=CC=CC=C1)P(C1=CC=CC=C1)C1=CC=CC=C1 (triphenylphosphine), BrN1C(CCC1=O)=O (N-bromosuccinimide), BrN1C(CCC1=O)=O (N-bromosuccinimide), NC1=NC=CC=C1 (2-aminopyridine). Solvent: C(Cl)Cl (methylene chloride). Conditions: temperature 25 celsius, time 16 hour. The product is hexanes ethyl acetate, C1(CCCC1)CC(C(=O)NC1=NC=CC=C1)C1=CC=C(C=C1)SC(F)(F)F (3-cyclopentyl-N-pyridin-2-yl-2-(4-trifluoromethylsulfanyl-phenyl)-propionamide). The yield is 33.9%. As a reaction SMILES: [CH:1]1([CH2:6][CH:7]([C:11]2[CH:16]=[CH:15][C:14]([S:17][C:18]([F:21])([F:20])[F:19])=[CH:13][CH:12]=2)[C:8]([OH:10])=O)[CH2:5][CH2:4][CH2:3][CH2:2]1.C1(P(C2C=CC=CC=2)C2C=CC=CC=2)C=CC=CC=1.BrN1C(=O)CCC1=O.[NH2:49][C:50]1[CH:55]=[CH:54][CH:53]=[CH:52][N:51]=1>C(Cl)Cl>[CH:1]1([CH2:6][CH:7]([C:11]2[CH:16]=[CH:15][C:14]([S:17][C:18]([F:21])([F:20])[F:19])=[CH:13][CH:12]=2)[C:8]([NH:49][C:50]2[CH:55]=[CH:54][CH:53]=[CH:52][N:51]=2)=[O:10])[CH2:2][CH2:3][CH2:4][CH2:5]1. Procedure: A solution of 3-cyclopentyl-2-(4-trifluoromethylsulfanyl-phenyl)propionic acid (59.6 mg, 0.187 mmol) and triphenylphosphine (49.1 mg, 0.187 mmol) in methylene chloride (468 μL) was cooled to 0° C. and then treated with N-bromosuccinimide (36.7 mg, 0.206 mmol) in small portions. After the complete addition of N-bromosuccinimide, the reaction mixture was allowed to warm to 25° C. over 30 min. The orange reaction mixture was then treated with 2-aminopyridine (35.2 mg, 0.374 mmol). The resulting rea...